From a dataset of the Open Reaction Database (ORD), a public repository of structured organic reaction records. describe an organic reaction: reactants, conditions, products, and yield Reactants: C([O-])([O-])=O.[K+].[K+] (potassium carbonate), C1(=CC=CC=C1)N(C1=CC=C(C=C1)N)C1=CC=CC=C1 (N,N-diphenyl-1,4-phenylenediamine), IC=1C=C(C=CC1)C (3-iodotoluene). The reagents and catalysts are [Cu] (copper). Solvent: C1CCCC2CCCCC12 (decalin). Product: C1(=CC=CC=C1)N(C1=CC=C(C=C1)NC1=CC=CC=C1)C=1C=C(C=CC1)C (N,N′-diphenyl-N-(3-tolyl)-1,4-phenylenediamine). The yield is 48.6%. RXN SMILES: [C:1]1([N:7]([C:15]2[CH:20]=[CH:19][CH:18]=[CH:17][CH:16]=2)[C:8]2[CH:13]=[CH:12][C:11]([NH2:14])=[CH:10][CH:9]=2)[CH:6]=[CH:5][CH:4]=[CH:3][CH:2]=1.I[C:22]1[CH:23]=[C:24](C)[CH:25]=[CH:26][CH:27]=1.[C:29](=O)([O-])[O-].[K+].[K+]>[Cu].C1C2C(CCCC2)CCC1>[C:1]1([N:7]([C:15]2[CH:20]=[C:19]([CH3:29])[CH:18]=[CH:17][CH:16]=2)[C:8]2[CH:13]=[CH:12][C:11]([NH:14][C:22]3[CH:23]=[CH:24][CH:25]=[CH:26][CH:27]=3)=[CH:10][CH:9]=2)[CH:6]=[CH:5][CH:4]=[CH:3][CH:2]=1 |f:2.3.4|. Procedure: In a 200 ml reaction vessel 26 grams of N,N-diphenyl-1,4-phenylenediamine and 22 grams of 3-iodotoluene were heated together with 0.3 grams of activated copper powders, 50 grams of potassium carbonate and 50 ml of decalin at an oil bath temperature of 200° C. for 24 hours in an Ar atmosphere. After the completion of the reaction, the reaction solution was filtrated with the addition of 100 ml of toluene thereto, thereby removing insolubles. The filtrate was washed with water, and dried over sodi... The reactants are [BH4-], COc1ccc(C(=O)N(CCc2cccc(OC)c2)c2ccccc2)cc1, ClCCl, N#N, [Na+], O=P(Cl)(Cl)Cl. Yields the product COc1ccc(C2c3ccc(OC)cc3CCN2c2ccccc2)cc1. RXN SMILES: [BH4-:30].[CH3:1][O:2][c:3]1[cH:4][cH:5][c:6]([C:7](=[O:8])[N:9]([c:10]2[cH:11][cH:12][cH:13][cH:14][cH:15]2)[CH2:16][CH2:17][c:18]2[cH:19][c:20]([O:24][CH3:25])[cH:21][cH:22][cH:23]2)[cH:26][cH:27]1.[Cl:37][CH2:38][Cl:39].[N:28]#[N:29].[Na+:31].[P:32]([Cl:33])([Cl:34])([Cl:35])=[O:36]>>[CH3:1][O:2][c:3]1[cH:4][cH:5][c:6]([CH:7]2[N:9]([c:10]3[cH:11][cH:12][cH:13][cH:14][cH:15]3)[CH2:16][CH2:17][c:18]3[cH:19][c:20]([O:24][CH3:25])[cH:21][cH:22][c:23]32)[cH:26][cH:27]1. Reactants: COC(C1=CC=C(C=C1)N)=O (4-aminobenzoic acid methyl ester), BrC=1C=C(C=O)C=CC1 (3-bromo-benzaldehyde). The reagents and catalysts are C1(=CC=C(C=C1)S(=O)(=O)O)C (p-toluenesulfonic acid). The solvent is C1(=CC=CC=C1)C (toluene). The product is COC(C1=CC=C(C=C1)/N=C/C1=CC(=CC=C1)Br)=O (4-{[1-(3-bromo-phenyl)-meth-(E)-ylidene]amino}-benzoic acid methyl ester). The yield is 99.5%. RXN SMILES: [CH3:1][O:2][C:3](=[O:11])[C:4]1[CH:9]=[CH:8][C:7]([NH2:10])=[CH:6][CH:5]=1.[Br:12][C:13]1[CH:14]=[C:15]([CH:18]=[CH:19][CH:20]=1)[CH:16]=O>C1(C)C=CC=CC=1.C1(C)C=CC(S(O)(=O)=O)=CC=1>[CH3:1][O:2][C:3](=[O:11])[C:4]1[CH:9]=[CH:8][C:7](/[N:10]=[CH:16]/[C:15]2[CH:18]=[CH:19][CH:20]=[C:13]([Br:12])[CH:14]=2)=[CH:6][CH:5]=1. Reported procedure: The mixture solution of 4-aminobenzoic acid methyl ester (10.8 g, 71.4 mmol), 3-bromo-benzaldehyde (13.3 g, 72.4 mmol) and p-toluenesulfonic acid (271.8 mg, 1.4 mmol) in toluene (150 mL) was heated to reflux for 12 h. Then the reaction mixture was cooled to room temperature. The solvent was removed in vacuo and the residue was washed with ether to afford 4-{[1-(3-bromo-phenyl)-meth-(E)-ylidene]amino}-benzoic acid methyl ester (22.6 g, quant.) as a light yellow solid: MS (ESI) M+1=318.0. Reaction SMILES: [CH3:31][OH:32].[CH3:3][O:4][c:5]1[c:6]([CH:11]([CH2:12][n:13]2[cH:14][n:15][cH:16][cH:17]2)[S:18](=[O:19])[c:20]2[cH:21][cH:22][c:23]([C:24](=[O:25])[O:26][CH3:27])[cH:28][cH:29]2)[cH:7][cH:8][cH:9][cH:10]1.[ClH:30].[Na+:2].[OH-:1]>>[CH3:3][O:4][c:5]1[c:6]([CH:11]([CH2:12][n:13]2[cH:14][n:15][cH:16][cH:17]2)[S:18](=[O:19])[c:20]2[cH:21][cH:22][c:23]([C:24](=[O:25])[OH:26])[cH:28][cH:29]2)[cH:7][cH:8][cH:9][cH:10]1. Reactants: CO, COC(=O)c1ccc(S(=O)C(Cn2ccnc2)c2ccccc2OC)cc1, Cl, [Na+], [OH-]. The product is COc1ccccc1C(Cn1ccnc1)S(=O)c1ccc(C(=O)O)cc1. Starting materials: C1(O)=CC(O)=CC=C1 (resorcinol), C1(CCCC1)O (cyclopentanol), P(O)(O)(O)=O (phosphoric acid), C1(CCCC1)O (cyclopentanol), ice water. The solvent is O (water), C(C)(=O)OCC (ethyl acetate), O (water). Run at temperature 120 celsius, time 2.5 hour. Yields the product monohydrate, C1(CCCC1)C1=C(C=C(O)C=C1)O (4-cyclopentylresorcinol). As a reaction SMILES: [C:1]1([CH:8]=[CH:7][CH:6]=[C:4]([OH:5])[CH:3]=1)[OH:2].[CH:9]1(O)[CH2:13][CH2:12][CH2:11][CH2:10]1.P(=O)(O)(O)O>O.C(OCC)(=O)C>[CH:9]1([C:6]2[CH:7]=[CH:8][C:1]([OH:2])=[CH:3][C:4]=2[OH:5])[CH2:13][CH2:12][CH2:11][CH2:10]1. Procedure: A round bottom flask equipped with stirrer bar was charged with resorcinol (150 g, 1.36 moles), cyclopentanol (125 ml, 1.38 moles) and phosphoric acid (85% in water) 500 ml. The flask was fitted with a reflux condenser, purged with nitrogen and the mixture heated at 120° C. (oil bath temperature) for 26 h. After this time, TLC analysis indicated that starting resorcinol was still present. Further cyclopentanol (25 ml, 0.28 moles) was added to the reaction mixture and heating continued for 2.5 ho... Starting materials: [Br-].BrC1=CC(=C(C[P+](C2=CC=CC=C2)(C2=CC=CC=C2)C2=CC=CC=C2)C=C1)F ((4-bromo-2-fluorobenzyl)triphenylphosphonium bromide), CC(C)([O-])C.[K+] (potassium t-butoxide). Run in CC(=O)C (acetone). Reaction conditions: time 30 minute. The product is BrC1=CC(=C(C=C1)C=C(C)C)F (1-(4-bromo-2-fluorophenyl)-2-methyl-1-propene). Isolated yield 43.6%. Reaction SMILES: [Br-].[Br:2][C:3]1[CH:28]=[CH:27][C:6]([CH2:7][P+](C2C=CC=CC=2)(C2C=CC=CC=2)C2C=CC=CC=2)=[C:5]([F:29])[CH:4]=1.[CH3:30][C:31](C)([O-])[CH3:32].[K+]>CC(C)=O>[Br:2][C:3]1[CH:28]=[CH:27][C:6]([CH:7]=[C:31]([CH3:32])[CH3:30])=[C:5]([F:29])[CH:4]=1 |f:0.1,2.3|. Procedure: A mixture of (4-bromo-2-fluorobenzyl)triphenylphosphonium bromide (3.82 g) and potassium t-butoxide (786 mg) was stirred at room temperature for 30 minutes. Then acetone (1.0 ml) was added and the reaction mixture was heated at reflux for 40 hours. The mixture was filtered, and the filtrate was concentrated. The residue was dissolved in ethyl acetate, washed with water and brine, dried over magnesium sulfate and the solvent was evaporated. The residue was chromatographed on silica gel column elu... Reactants: BrC1(NC=CC=C1)C(=O)O (2-bromo-picolinic acid), C(=O)([O-])[O-].[Na+].[Na+] (Na2CO3), CCO (EtOH), FC1=CC=C(C=C1)B1OCC(CO1)(C)C (2-(4-fluorophenyl)-5,5-dimethyl-1,3,2-dioxaborinane). The reagents and catalysts are C=1C=CC(=CC1)[P](C=2C=CC=CC2)(C=3C=CC=CC3)[Pd]([P](C=4C=CC=CC4)(C=5C=CC=CC5)C=6C=CC=CC6)([P](C=7C=CC=CC7)(C=8C=CC=CC8)C=9C=CC=CC9)[P](C=1C=CC=CC1)(C=1C=CC=CC1)C=1C=CC=CC1 (Pd(PPh3)4). Run in COCCOC (DME). Conditions: temperature 100 celsius. The product is FC1=CC=C(C=C1)C1=CC=CC(=N1)C(=O)O (6-(4-Fluorophenyl)picolinic acid). Yield: 46.0%. As a reaction SMILES: Br[C:2]1([C:8]([OH:10])=[O:9])[CH:7]=[CH:6][CH:5]=[CH:4][NH:3]1.C([O-])([O-])=O.[Na+].[Na+].[F:17][C:18]1[CH:23]=[CH:22][C:21](B2OCC(C)(C)CO2)=[CH:20][CH:19]=1.CCO>COCCOC.C1C=CC([P]([Pd]([P](C2C=CC=CC=2)(C2C=CC=CC=2)C2C=CC=CC=2)([P](C2C=CC=CC=2)(C2C=CC=CC=2)C2C=CC=CC=2)[P](C2C=CC=CC=2)(C2C=CC=CC=2)C2C=CC=CC=2)(C2C=CC=CC=2)C2C=CC=CC=2)=CC=1>[F:17][C:18]1[CH:23]=[CH:22][C:21]([C:4]2[N:3]=[C:2]([C:8]([OH:10])=[O:9])[CH:7]=[CH:6][CH:5]=2)=[CH:20][CH:19]=1 |f:1.2.3,^1:44,46,65,84|. Procedure details: A solution of 2-bromo-picolinic acid (2.02 g, 10 mmol, Aldrich) in DME containing 4 mL of 10% aq. Na2CO3 was purged with Ar gas, treated with Pd(PPh3)4 followed by 2-(4-fluorophenyl)-5,5-dimethyl-1,3,2-dioxaborinane (2.40 g, 11.5 mmol, Aldrich) and EtOH (20 mL). This mixture was then also purged with Ar gas. The reaction mixture was heated at 100° C. for 2.5 h in a sealed tube. Additional 2-bromo-picolinic acid (900 mg) and Pd(PPh3)4 was added, and after purging with Ar gas it was heated at 100°... Isolated yield 52.9%. Procedure details: A mixture of methyl 4-acetylamino-3-formylbenzoate (Gassman, P. G.; Drews, H. R. J. Am. Chem. Soc. 1978, 100, 7600-7610) (0.442 g, 0.002 mol) and hydroxylamine hydrochloride (0.174 g, 0.0025 mol) in ethyl acetate (10 mL) was heated at reflux for 16 h. White precipitate formed which was removed by filtration and the filtrate was concentrated to dryness. The residue was recrystallized from ethyl acetate-hexane to give 0.25 g (53%) of methyl 4-acetylamino-3-[(N-hydroxylimino)methyl]benzoate as a pa... Solvent: C(C)(=O)OCC (ethyl acetate). Product: C(C)(=O)NC1=C(C=C(C(=O)OC)C=C1)C=NO (methyl 4-acetylamino-3-[(N-hydroxylimino)methyl]benzoate). Starting materials: C(C)(=O)NC1=C(C=C(C(=O)OC)C=C1)C=O (methyl 4-acetylamino-3-formylbenzoate), Cl.NO (hydroxylamine hydrochloride). RXN SMILES: [C:1]([NH:4][C:5]1[CH:14]=[CH:13][C:8]([C:9]([O:11][CH3:12])=[O:10])=[CH:7][C:6]=1[CH:15]=O)(=[O:3])[CH3:2].Cl.[NH2:18][OH:19]>C(OCC)(=O)C>[C:1]([NH:4][C:5]1[CH:14]=[CH:13][C:8]([C:9]([O:11][CH3:12])=[O:10])=[CH:7][C:6]=1[CH:15]=[N:18][OH:19])(=[O:3])[CH3:2] |f:1.2|. Reaction SMILES: F[C:2]1[CH:7]=[CH:6][CH:5]=[CH:4][C:3]=1[S:8]([NH2:11])(=[O:10])=[O:9].Br[C:13]1[CH:18]=[CH:17][C:16]([SH:19])=[CH:15][CH:14]=1.[F:20][C:21]1[CH:28]=[CH:27][C:24]([CH:25]=[CH2:26])=[CH:23][CH:22]=1.CN1CCCC1=[O:35]>>[F:20][C:21]1[CH:28]=[CH:27][C:24](/[CH:25]=[CH:26]/[C:13]2[CH:18]=[CH:17][C:16]([S:19]([C:2]3[CH:7]=[CH:6][CH:5]=[CH:4][C:3]=3[S:8]([NH2:11])(=[O:10])=[O:9])=[O:35])=[CH:15][CH:14]=2)=[CH:23][CH:22]=1. Procedure: 2-Fluorobenzenesulfonamide was reacted with 4-bromothiophenol according to the method of Example 46 Step 1 using 1-methyl-2-pyrrolidinone as solvent. The resulting thioether was oxidised to the corresponding sulfoxide by the procedure of Example 16 Step 1. This was coupled with 4-fluorostyrene by the procedure of Example 107 to give the title compound. δH (500 MHz, d6 DMSO): 8.10 (1H, d, J=7.8 Hz), 7.91 (1H, d, J=7.7 Hz), 7.87 (2H, s), 7.81 (1H, t, J=7.4 Hz), 7.71–7.63 (7 H, m), 7.31 (1H, d, J=1... Yields the product FC1=CC=C(C=C1)/C=C/C1=CC=C(C=C1)S(=O)C1=C(C=CC=C1)S(=O)(=O)N (2-({4-[(E)-2-(4-fluorophenyl)vinyl]phenyl}sulfinyl)benzenesulfonamide). The reactants are sulfoxide, FC1=CC=C(C=C)C=C1 (4-fluorostyrene), FC1=C(C=CC=C1)S(=O)(=O)N (2-Fluorobenzenesulfonamide), BrC1=CC=C(C=C1)S (4-bromothiophenol), CN1C(CCC1)=O (1-methyl-2-pyrrolidinone), thioether.